From a dataset of the Open Reaction Database (ORD), a public repository of structured organic reaction records. describe an organic reaction: reactants, conditions, products, and yield The reactants are C(=O)NC1=CC=C(C=C1)C(CC(C(=O)OCC)=O)=O (ethyl 4-[4-(formylamino)phenyl]-2,4-dioxobutanoate), Cl.FC1=CC=C(C=C1)NN (4-fluorophenylhydrazine hydrochloride). The solvent is C(C)(=O)O (acetic acid). Conditions: temperature 100 celsius, time 2 hour. The product is NC1=CC=C(C=C1)C1=CC(=NN1C1=CC=C(C=C1)F)C(=O)OCC (ethyl 5-(4-aminophenyl)-1-(4-fluorophenyl)pyrazole-3-carboxylate). Yield: 45.9%. Reaction SMILES: C([NH:3][C:4]1[CH:9]=[CH:8][C:7]([C:10](=O)[CH2:11][C:12](=O)[C:13]([O:15][CH2:16][CH3:17])=[O:14])=[CH:6][CH:5]=1)=O.Cl.[F:21][C:22]1[CH:27]=[CH:26][C:25]([NH:28][NH2:29])=[CH:24][CH:23]=1>C(O)(=O)C>[NH2:3][C:4]1[CH:9]=[CH:8][C:7]([C:10]2[N:28]([C:25]3[CH:26]=[CH:27][C:22]([F:21])=[CH:23][CH:24]=3)[N:29]=[C:12]([C:13]([O:15][CH2:16][CH3:17])=[O:14])[CH:11]=2)=[CH:6][CH:5]=1 |f:1.2|. Procedure: A mixture of ethyl 4-[4-(formylamino)phenyl]-2,4-dioxobutanoate (6 g) and 4-fluorophenylhydrazine hydrochloride (4.1 g) in acetic acid (30 ml) was stirred at 100° C. for 2 hours. The mixture was concentrated, and the residue was treated with 10% hydrochloric acid (10 ml) and methanol (40 ml) at 60° C. for 2 hours. The solvent was evaporated, and the residue was dissolved in water. The obtained solution was neutralized and extracted with ethyl acetate. The extract was washed with water, dried, an... Starting materials: BrC1=CC(=C(C(=O)OC)C=C1)O (methyl 4-bromo-2-hydroxybenzoate), BrC1=CC(=C(C(=O)OC)C=C1)O (methyl 4-bromo-2-hydroxybenzoate), Cl.NO (hydroxylamine hydrochloride), [OH-].[Na+] (sodium hydroxide). Run in O1CCOCC1 (dioxan), O (water). Reaction conditions: time 18 hour. Product: BrC1=CC(=C(C(=O)NO)C=C1)O (4-Bromo-N,2-dihydroxybenzamide). Yield: 89.6%. As a reaction SMILES: [Br:1][C:2]1[CH:11]=[CH:10][C:5]([C:6](OC)=[O:7])=[C:4]([OH:12])[CH:3]=1.Cl.[NH2:14][OH:15].[OH-].[Na+]>O1CCOCC1.O>[Br:1][C:2]1[CH:11]=[CH:10][C:5]([C:6]([NH:14][OH:15])=[O:7])=[C:4]([OH:12])[CH:3]=1 |f:1.2,3.4|. Procedure: A solution of methyl 4-bromo-2-hydroxybenzoate (Intermediate 22) (0.7 g) in dioxan (5 ml) was added dropwise to a solution of hydroxylamine hydrochloride (0.32 g) and sodium hydroxide (0.42 g) in water (10 ml) then stirred at room temp. for 18 h. The dioxan was removed under vacuum and the residue was stirred with 2N hydrochloric acid to give a precipitate which was collected by filtration, washed with water and dried to give the title compound as an off-white solid (0.63 g).